This data is from the Open Reaction Database (ORD), a public repository of structured organic reaction records. The task is: describe an organic reaction: reactants, conditions, products, and yield Reaction SMILES: [CH3:34][N:35]([CH3:36])[CH:37]=[O:38].[CH:26]([CH3:27])([CH3:28])[S:29](=[O:30])(=[O:31])[Cl:32].[H-:24].[Na+:25].[O:1]([c:2]1[cH:3][cH:4][cH:5][cH:6][cH:7]1)[c:8]1[cH:9][cH:10][c:11](-[c:14]2[cH:15][nH:16][c:17]3[n:18][cH:19][n:20][c:21]([NH2:23])[c:22]23)[cH:12][cH:13]1.[OH2:33]>>[O:1]([c:2]1[cH:3][cH:4][cH:5][cH:6][cH:7]1)[c:8]1[cH:9][cH:10][c:11](-[c:14]2[cH:15][n:16]([S:29]([CH:26]([CH3:27])[CH3:28])(=[O:30])=[O:31])[c:17]3[n:18][cH:19][n:20][c:21]([NH2:23])[c:22]23)[cH:12][cH:13]1. Yields the product CC(C)S(=O)(=O)n1cc(-c2ccc(Oc3ccccc3)cc2)c2c(N)ncnc21. Starting materials: CN(C)C=O, CC(C)S(=O)(=O)Cl, [H-], [Na+], Nc1ncnc2[nH]cc(-c3ccc(Oc4ccccc4)cc3)c12, O. As a reaction SMILES: [Br:1][c:2]1[cH:3][c:4]([C:10]2=[N:14][C:13]([CH3:15])([CH3:16])[CH2:12][O:11]2)[cH:5][cH:6][c:7]1[O:8][CH3:9].[CH2:17]1[CH2:19][CH2:18][CH2:20][O:21]1.[CH2:22]([Li:23])[CH2:24][CH2:25][CH3:26].[CH3:33][CH2:34][CH2:35][CH2:36][CH2:37][CH3:38].[O:27]=[CH:28][N:29]([CH3:30])[CH3:31].[OH2:32]>>[c:2]1([CH:20]=[O:21])[cH:3][c:4]([C:10]2=[N:14][C:13]([CH3:15])([CH3:16])[CH2:12][O:11]2)[cH:5][cH:6][c:7]1[O:8][CH3:9]. Reactants: COc1ccc(C2=NC(C)(C)CO2)cc1Br, C1CCOC1, [Li]CCCC, CCCCCC, CN(C)C=O, O. The product is COc1ccc(C2=NC(C)(C)CO2)cc1C=O.